From a dataset of the Open Reaction Database (ORD), a public repository of structured organic reaction records. describe an organic reaction: reactants, conditions, products, and yield Reactants: FC(C(=O)O)(F)F (trifluoroacetic acid), C(C)[SiH](CC)CC (triethylsilane), ( 16 ), ClC1=C(C=O)C=CC(=C1)Cl (2,4-dichlorobenzaldehyde), COC(=O)C=1C=C2C=C(NC2=CC1)SC (5-methoxycarbonyl-2-methylthioindole), ice water. The solvent is C(Cl)Cl (methylene chloride), C(Cl)Cl (methylene chloride). The product is ClC1=C(CC2=C(NC3=CC=C(C=C23)C(=O)OC)SC)C=CC(=C1)Cl (3-(2,4-dichlorobenzyl)-5-methoxycarbonyl-2-methylthioindole). Yield: 52.9%. RXN SMILES: FC(F)(F)C(O)=O.C([SiH](CC)CC)C.[CH3:15][O:16][C:17]([C:19]1[CH:20]=[C:21]2[C:25](=[CH:26][CH:27]=1)[NH:24][C:23]([S:28][CH3:29])=[CH:22]2)=[O:18].[Cl:30][C:31]1[CH:38]=[C:37]([Cl:39])[CH:36]=[CH:35][C:32]=1[CH:33]=O>C(Cl)Cl>[Cl:30][C:31]1[CH:38]=[C:37]([Cl:39])[CH:36]=[CH:35][C:32]=1[CH2:33][C:22]1[C:21]2[C:25](=[CH:26][CH:27]=[C:19]([C:17]([O:16][CH3:15])=[O:18])[CH:20]=2)[NH:24][C:23]=1[S:28][CH3:29]. Procedure: To a methylene chloride (10 ml) solution of trifluoroacetic acid (1.238 g) and triethylsilane (2.52 g), added is a methylene chloride (10 ml) solution of 5-methoxycarbonyl-2-methylthioindole (0.800 g), which had been prepared according to the method described in “Tetrahedron, 42 (16), 4511 (1986)”, and 2,4-dichlorobenzaldehyde (0.760 g), in an ice-water bath. This is stirred for 3 hours in the ice-water bath. The crystal formed is taken out through filtration and dried to obtain 3-(2,4-dichlorob... The reactants are O=C([O-])[O-], CN(C)C=O, BrCC1CC1, [K+], [K+], O, COCC1CN(c2ccc3cc(O)ccc3c2)C(=O)O1. Yields the product COCC1CN(c2ccc3cc(OCC4CC4)ccc3c2)C(=O)O1. As a reaction SMILES: [C:26](=[O:27])([O-:28])[O-:29].[CH3:32][N:33]([CH3:34])[CH:35]=[O:36].[CH:21]1([CH2:24][Br:25])[CH2:22][CH2:23]1.[K+:30].[K+:31].[OH2:37].[OH:1][c:2]1[cH:3][c:4]2[cH:5][cH:6][c:7]([N:12]3[C:13](=[O:20])[O:14][CH:15]([CH2:17][O:18][CH3:19])[CH2:16]3)[cH:8][c:9]2[cH:10][cH:11]1>>[O:1]([c:2]1[cH:3][c:4]2[cH:5][cH:6][c:7]([N:12]3[C:13](=[O:20])[O:14][CH:15]([CH2:17][O:18][CH3:19])[CH2:16]3)[cH:8][c:9]2[cH:10][cH:11]1)[CH2:24][CH:21]1[CH2:22][CH2:23]1. The reactants are ClC1=CC2=CN(N=C2C(=C1)C(C(=O)OC)OCC1(CCN(CC1)C(=O)OC(C)(C)C)C1=CC=C(C=C1)F)COCC[Si](C)(C)C (tert-Butyl 4-((1-(5-chloro-2-((2-(trimethylsilyl)ethoxy)methyl)-2H-indazol-7-yl)-2-methoxy-2-oxoethoxy)methyl)-4-(4-fluorophenyl)piperidine-1-carboxylate). The solvent is FC(C(=O)O)(F)F (trifluoroacetic acid). Reaction conditions: time 15 minute. Yields the product ClC=1C=C2C=NNC2=C(C1)C(C(=O)OC)OCC1(CCN(CC1)C(=O)OC(C)(C)C)C1=CC=C(C=C1)F (tert-Butyl 4-((1-(5-chloro-1H-indazol-7-yl)-2-methoxy-2-oxoethoxy)methyl)-4-(4-fluorophenyl)piperidine-1-carboxylate). As a reaction SMILES: [Cl:1][C:2]1[CH:10]=[C:9]([CH:11]([O:16][CH2:17][C:18]2([C:31]3[CH:36]=[CH:35][C:34]([F:37])=[CH:33][CH:32]=3)[CH2:23][CH2:22][N:21]([C:24]([O:26][C:27]([CH3:30])([CH3:29])[CH3:28])=[O:25])[CH2:20][CH2:19]2)[C:12]([O:14][CH3:15])=[O:13])[C:8]2[C:4](=[CH:5][N:6](COCC[Si](C)(C)C)[N:7]=2)[CH:3]=1>FC(F)(F)C(O)=O>[Cl:1][C:2]1[CH:3]=[C:4]2[C:8](=[C:9]([CH:11]([O:16][CH2:17][C:18]3([C:31]4[CH:32]=[CH:33][C:34]([F:37])=[CH:35][CH:36]=4)[CH2:23][CH2:22][N:21]([C:24]([O:26][C:27]([CH3:30])([CH3:29])[CH3:28])=[O:25])[CH2:20][CH2:19]3)[C:12]([O:14][CH3:15])=[O:13])[CH:10]=1)[NH:7][N:6]=[CH:5]2. Procedure: tert-Butyl 4-((1-(5-chloro-2-((2-(trimethylsilyl)ethoxy)methyl)-2H-indazol-7-yl)-2-methoxy-2-oxoethoxy)methyl)-4-(4-fluorophenyl)piperidine-1-carboxylate (25 mg) was stirred in trifluoroacetic acid (50% in dichloromethane, 1.5 mL) for 4 h and concentrated. The residue was loaded onto a strong cation exchange cartridge and washed with several volumes of methanol. The product was eluted with 2M ammonia in methanol and concentrated. The crude piperidine was dissolved in dichloromethane (1 mL) and t... The reactants are BrC1C=2N(C3=C(NC1)C=CC=C3)C(=NN2)C (bromo-1-methyl-5,6-dihydro-4H-benzo[b][1,2,4]triazolo[4,3-d][1,4]diazepine), C1(=CC=CC=C1)B(O)O (phenylboronic acid), C(=O)([O-])[O-].[Cs+].[Cs+] (Cs2CO3). Reagents/catalysts: C=1C=CC(=CC1)[P](C=2C=CC=CC2)(C=3C=CC=CC3)[Pd]([P](C=4C=CC=CC4)(C=5C=CC=CC5)C=6C=CC=CC6)([P](C=7C=CC=CC7)(C=8C=CC=CC8)C=9C=CC=CC9)[P](C=1C=CC=CC1)(C=1C=CC=CC1)C=1C=CC=CC1 (tetrakis(triphenylphosphine)palladium). The solvent is O1CCOCC1 (dioxane), O (water). The product is CC1=NN=C2N1C1=C(N(CC2)C)C=C(C=C1)C1=CC=CC=C1 (1,6-dimethyl-8-phenyl-5,6-dihydro-4H-benzo[b][1,2,4]triazolo[4,3-d][1,4]diazepine). Isolated yield 40.5%. RXN SMILES: Br[CH:2]1[CH2:8][NH:7][C:6]2[CH:9]=[CH:10][CH:11]=[CH:12][C:5]=2[N:4]2[C:13]([CH3:16])=[N:14][N:15]=[C:3]12.[C:17]1(B(O)O)[CH:22]=[CH:21][CH:20]=[CH:19][CH:18]=1.[C:26]([O-])([O-])=O.[Cs+].[Cs+]>O1CCOCC1.O.C1C=CC([P]([Pd]([P](C2C=CC=CC=2)(C2C=CC=CC=2)C2C=CC=CC=2)([P](C2C=CC=CC=2)(C2C=CC=CC=2)C2C=CC=CC=2)[P](C2C=CC=CC=2)(C2C=CC=CC=2)C2C=CC=CC=2)(C2C=CC=CC=2)C2C=CC=CC=2)=CC=1>[CH3:16][C:13]1[N:4]2[C:5]3[CH:12]=[CH:11][C:10]([C:17]4[CH:22]=[CH:21][CH:20]=[CH:19][CH:18]=4)=[CH:9][C:6]=3[N:7]([CH3:26])[CH2:8][CH2:2][C:3]2=[N:15][N:14]=1 |f:2.3.4,^1:42,44,63,82|. Procedure details: A solution of bromo-1-methyl-5,6-dihydro-4H-benzo[b][1,2,4]triazolo[4,3-d][1,4]diazepine (50 mg, 0.17 mmol), phenylboronic acid (42 mg, 0.34 mmol), tetrakis(triphenylphosphine)palladium (10 mg) and Cs2CO3 (110 mg, 0.34 mmol) in dioxane (5 mL) and water (1 mL) was heated at 120° C. under microwave for 20 min. The reaction mixture was concentrated to give the crude product, which was purified by prep-TLC (DCM:MeOH=10:1) to afford 1,6-dimethyl-8-phenyl-5,6-dihydro-4H-benzo[b][1,2,4]triazolo[4,3-d][... Starting materials: C(C)I (EtI), C(=O)([O-])[O-].[K+].[K+] (K2CO3), C(C)OC(\C=C(\C=C\C=C(/C(F)(F)F)\C1=CC=2C(CCC(C2C=C1O)(C)C)(C)C)/C)=O ((2E,4E,6Z)-8,8,8-trifluoro-7-(3-hydroxy-5,5,8,8-tetramethyl-5,6,7,8-tetrahydro-naphthalen-2-yl)-3-methyl-octa-2,4,6-trienoic acid ethyl ester), C(C)OC(\C=C(\C=C\C=C(/C(F)(F)F)\C1=CC=2C(CCC(C2C=C1O)(C)C)(C)C)/C)=O ((2E,4E,6Z)-8,8,8-trifluoro-7-(3-hydroxy-5,5,8,8-tetramethyl-5,6,7,8-tetrahydro-naphthalen-2-yl)-3-methyl-octa-2,4,6-trienoic acid ethyl ester), CC(=O)C (acetone). The solvent is CCOC(=O)C.CCCCCC (EtOAc hexane). Yields the product C(C)OC(\C=C(\C=C\C=C(/C(F)(F)F)\C1=CC=2C(CCC(C2C=C1OCC)(C)C)(C)C)/C)=O ((2E,4E,6Z)-7-(3-Ethoxy-5,5,8,8-tetramethyl-5,6,7,8-tetrahydro-naphthalen-2-yl)-8,8,8-trifluoro-3-methyl-octa-2,4,6-trienoic acid ethyl ester), syrup. Isolated yield 48.0%. RXN SMILES: [CH2:1]([O:3][C:4](=[O:31])/[CH:5]=[C:6](\[CH3:30])/[CH:7]=[CH:8]/[CH:9]=[C:10](/[C:15]1[C:24]([OH:25])=[CH:23][C:22]2[C:21]([CH3:27])([CH3:26])[CH2:20][CH2:19][C:18]([CH3:29])([CH3:28])[C:17]=2[CH:16]=1)\[C:11]([F:14])([F:13])[F:12])[CH3:2].C([O-])([O-])=O.[K+].[K+].[CH2:38](I)[CH3:39].CC(C)=O>CCOC(C)=O.CCCCCC>[CH2:1]([O:3][C:4](=[O:31])/[CH:5]=[C:6](\[CH3:30])/[CH:7]=[CH:8]/[CH:9]=[C:10](/[C:15]1[C:24]([O:25][CH2:38][CH3:39])=[CH:23][C:22]2[C:21]([CH3:27])([CH3:26])[CH2:20][CH2:19][C:18]([CH3:29])([CH3:28])[C:17]=2[CH:16]=1)\[C:11]([F:13])([F:12])[F:14])[CH3:2] |f:1.2.3,6.7|. Reported procedure: Following General Procedure A and using (2E,4E,6Z)-8,8,8-trifluoro-7-(3-hydroxy-5,5,8,8-tetramethyl-5,6,7,8-tetrahydro-naphthalen-2-yl)-3-methyl-octa-2,4,6-trienoic acid ethyl ester (Intermediate 5, 160 mg, 0.37 mmol), K2CO3 (253 mg, 1.83 mmol), EtI (0.15 mL, 1.83 mmol), and acetone (2 mL) followed by HPLC (2.5% EtOAc-hexane), the title compound was obtained as a clear syrup (81 mg, 48%). Reactants: OC1[C@H](O)[C@@H](O)[C@H](O[C@H]2[C@H](O)[C@@H](O)[C@@H](O)[C@H](O2)CO)[C@H](O1)CO (lactose), CC[C@]12CC[C@H]3[C@H]([C@@H]1CC[C@]2(C#C)OC(=O)C)CCC4=C/C(=N/O)/CC[C@H]34 (Norgestimate), OC1[C@H](O)[C@@H](O)[C@H](O[C@H]2[C@H](O)[C@@H](O)[C@@H](O)[C@H](O2)CO)[C@H](O1)CO (lactose), OC1[C@H](O)[C@@H](O)[C@H](O[C@H]2[C@H](O)[C@@H](O)[C@@H](O)[C@H](O2)CO)[C@H](O1)CO (lactose). Yields the product CC[C@]12CC[C@H]3[C@H]([C@@H]1CC[C@]2(C#C)OC(=O)C)CCC4=C/C(=N/O)/CC[C@H]34.OC1[C@H](O)[C@@H](O)[C@H](O[C@H]2[C@H](O)[C@@H](O)[C@@H](O)[C@H](O2)CO)[C@H](O1)CO (Norgestimate Lactose). RXN SMILES: [CH3:1][CH2:2][C@@:3]12[C@:11]([O:14][C:15]([CH3:17])=[O:16])([C:12]#[CH:13])[CH2:10][CH2:9][C@H:8]1[C@@H:7]1[CH2:18][CH2:19][C:20]3[C@@H:27]([C@H:6]1[CH2:5][CH2:4]2)[CH2:26][CH2:25]/[C:22](=[N:23]\[OH:24])/[CH:21]=3.[OH:28][CH:29]1[O:48][C@H:47]([CH2:49][OH:50])[C@@H:34]([O:35][C@@H:36]2[O:44][C@H:43]([CH2:45][OH:46])[C@H:41]([OH:42])[C@H:39]([OH:40])[C@H:37]2[OH:38])[C@H:32]([OH:33])[C@H:30]1[OH:31]>>[CH3:1][CH2:2][C@@:3]12[C@:11]([O:14][C:15]([CH3:17])=[O:16])([C:12]#[CH:13])[CH2:10][CH2:9][C@H:8]1[C@@H:7]1[CH2:18][CH2:19][C:20]3[C@@H:27]([C@H:6]1[CH2:5][CH2:4]2)[CH2:26][CH2:25]/[C:22](=[N:23]\[OH:24])/[CH:21]=3.[OH:28][CH:29]1[O:48][C@H:47]([CH2:49][OH:50])[C@@H:34]([O:35][C@@H:36]2[O:44][C@H:43]([CH2:45][OH:46])[C@H:41]([OH:42])[C@H:39]([OH:40])[C@H:37]2[OH:38])[C@H:32]([OH:33])[C@H:30]1[OH:31] |f:2.3|. Reported procedure: Norgestimate (2.2 mg) and lactose (2.6 mg) were mixed with a spatula in a vial for 1 minute. Additional amounts of lactose (4.6 mg) were added and then mixed with a spatula for another minute. This was repeated until all of the lactose was added (9.0 mg, 2.6 mg, total of 18.8 mg). The reactants are ClC1=NN=C(C2=CC=C(C=C12)OC)CC=1OC=CC1 (4-chloro-1-furan-2-ylmethyl-6-methoxy-phthalazine), N1CCCC1 (pyrrolidine). Solvent: C(C)(=O)OCC (ethyl acetate), CN(C)C=O (DMF). Run at temperature 60 celsius. Yields the product O1C(=CC=C1)CC1=NN=C(C2=CC(=CC=C12)OC)N1CCCC1 (1-Furan-2-ylmethyl-6-methoxy-4-pyrrolidin-1-yl-phthalazine). The yield is 74.6%. RXN SMILES: Cl[C:2]1[C:11]2[C:6](=[CH:7][CH:8]=[C:9]([O:12][CH3:13])[CH:10]=2)[C:5]([CH2:14][C:15]2[O:16][CH:17]=[CH:18][CH:19]=2)=[N:4][N:3]=1.[NH:20]1[CH2:24][CH2:23][CH2:22][CH2:21]1>CN(C=O)C.C(OCC)(=O)C>[O:16]1[CH:17]=[CH:18][CH:19]=[C:15]1[CH2:14][C:5]1[C:6]2[C:11](=[CH:10][C:9]([O:12][CH3:13])=[CH:8][CH:7]=2)[C:2]([N:20]2[CH2:24][CH2:23][CH2:22][CH2:21]2)=[N:3][N:4]=1. Reported procedure: A solution of 4-chloro-1-furan-2-ylmethyl-6-methoxy-phthalazine (500 mg, 1.82 mmoles), prepared as described in example 127, in DMF (10 ml) was added under stirring with pyrrolidine (0.91 ml, 10.92 mmoles), and heated at 60° C. overnight. The mixture was diluted with ethyl acetate, washed three times with water, anhydrified over Na2SO4 and dried. The residue was crystallised from ethyl ether/petrolatum 1:1 (10 ml) to give 420 mg of the title compound (yield: 75%). m.p.: 148-149° C. Reactants: [OH-].[Na+] (sodium hydroxide), CN(C(=O)C1=CC(NN=C1C1=CC=CC=C1)=O)C (N,N-dimethyl-2,3-dihydro-3-oxo-6-phenyl-5-pyridazinecarboxamide), B (borane). Solvent: O1CCCC1 (tetrahydrofuran), O1CCCC1 (tetrahydrofuran). Product: CN(C)CC1=CC(NN=C1C1=CC=CC=C1)=O (5-(dimethylaminomethyl)-6-phenyl-3(2H)-pyridazinone). RXN SMILES: [CH3:1][N:2]([CH3:18])[C:3]([C:5]1[C:10]([C:11]2[CH:16]=[CH:15][CH:14]=[CH:13][CH:12]=2)=[N:9][NH:8][C:7](=[O:17])[CH:6]=1)=O.B.[OH-].[Na+]>O1CCCC1>[CH3:18][N:2]([CH2:3][C:5]1[C:10]([C:11]2[CH:12]=[CH:13][CH:14]=[CH:15][CH:16]=2)=[N:9][NH:8][C:7](=[O:17])[CH:6]=1)[CH3:1] |f:2.3|. Procedure: 2,3-Dihydro-3-oxo-6-phenyl-5-pyridazinecarboxylic acid is treated with ethyl chloroformate, triethylamine, and dimethylamine according to the procedure of Example 3 to give N,N-dimethyl-2,3-dihydro-3-oxo-6-phenyl-5-pyridazinecarboxamide. A solution of this amide (12.5 g) in 400 ml of tetrahydrofuran is treated with 100 ml of 1 M borane in tetrahydrofuran and the resulting mixture is heated under reflux for 4 hours, then cooled and treated with 5% sodium hydroxide (100 ml) and heated under reflux...